This data is from the Open Reaction Database (ORD), a public repository of structured organic reaction records. The task is: describe an organic reaction: reactants, conditions, products, and yield Starting materials: C(C)(C)NC(NN)=S (4-isopropyl-thiosemicarbazide), ClC1=C(C(CCl)=O)C=CC(=C1)Cl (2,4-dichlorophenacyl chloride). Solvent: CO (methanol). The product is Cl.ClC1=C(C=CC(=C1)Cl)C1=NN=C(SC1)NC(C)C (5-(2,4-dichlorophenyl)-N-(1-methylethyl)-6H-1,3,4-thiadiazin-2-amine monohydrochloride). Reaction SMILES: [CH:1]([NH:4][C:5](=[S:8])[NH:6][NH2:7])([CH3:3])[CH3:2].[Cl:9][C:10]1[CH:19]=[C:18]([Cl:20])[CH:17]=[CH:16][C:11]=1[C:12](=O)[CH2:13]Cl>CO>[ClH:9].[Cl:9][C:10]1[CH:19]=[C:18]([Cl:20])[CH:17]=[CH:16][C:11]=1[C:12]1[CH2:13][S:8][C:5]([NH:4][CH:1]([CH3:3])[CH3:2])=[N:6][N:7]=1 |f:3.4|. Reported procedure: 3.99 g (0.03 mole) of 4-isopropyl-thiosemicarbazide and 6.70 g (0.03 mole) of 2,4-dichlorophenacyl chloride are reacted in 150 ml of methanol under the conditions of Example 2. The concentrated product is crystallized and recrystallized from methanol/ethyl acetate. The product is dried under high vacuum at 65° C. and recrystallized again from methanol/ethyl acetate. It is finally dried again at 65° C. under high vacuum producing 5-(2,4-dichlorophenyl)-N-(1-methylethyl)-6H-1,3,4-thiadiazin-2-amin... The reactants are CC(C)(C)OC(=O)N1CCC=CCC1, CCOC(C)=O, O=C(OO)c1cccc(Cl)c1, ClCCl. Yields the product CC(C)(C)OC(=O)N1CCC2OC2CC1. As a reaction SMILES: [C:1]([CH3:2])([CH3:3])([CH3:4])[O:5][C:6](=[O:7])[N:8]1[CH2:9][CH2:10][CH:11]=[CH:12][CH2:13][CH2:14]1.[CH2:26]([O:27][C:28](=[O:29])[CH3:30])[CH3:31].[Cl:15][c:16]1[cH:17][cH:18][cH:19][c:20]([C:21]([O:22][OH:24])=[O:23])[cH:25]1.[Cl:32][CH2:33][Cl:34]>>[C:1]([CH3:2])([CH3:3])([CH3:4])[O:5][C:6](=[O:7])[N:8]1[CH2:9][CH2:10][CH:11]2[CH:12]([CH2:13][CH2:14]1)[O:23]2. Starting materials: CC(CCC=O)(C)C (4,4-Dimethylpentanal), C[O-].[Na+] (sodium methoxide), BrCC (Bromoethane), C(=O)OC (methyl formate). Run in O (water), C1CCOC1 (THF), CO (methanol), C1=CC=CC=C1 (benzene), CN(C)C=O (DMF), CO (methanol). Run at temperature 40 celsius. The product is C(C)O\C=C(/C=O)\CC(C)(C)C ((Z)-2-(Ethoxymethylene)-4,4-dimethylpentanal). As a reaction SMILES: [CH3:1][C:2]([CH3:8])([CH3:7])[CH2:3][CH2:4][CH:5]=[O:6].C[O-].[Na+].C([O:14][CH3:15])=O.Br[CH2:17][CH3:18]>C1COCC1.C1C=CC=CC=1.CN(C=O)C.O.CO>[CH2:17]([O:6]/[CH:5]=[C:4](/[CH2:3][C:2]([CH3:8])([CH3:7])[CH3:1])\[CH:15]=[O:14])[CH3:18] |f:1.2|. Procedure: 4,4-Dimethylpentanal (4.20 g, 36.8 mmol, Step 2) in 36 mL of THF was added over 4 hours by syringe pump to a solution of sodium methoxide, 25 wt. % in methanol (15.1 ml, 66.2 mmol), 15 mL of methanol, and methyl formate (166 ml, 2685 mmol). Following the addition, the reaction was diluted with benzene (50 mL) and DMF (40 mL). The solvents were distilled off at 90° C. leaving the DMF and residual benzene. Bromoethane (11.0 ml, 147 mmol) was added and the solution was heated at 40° C. for 48 hrs a... The reactants are COc1cc2ncnc(Nc3cccc(Br)c3)c2cc1OCCBr, CC#N, CCN(C(C)C)C(C)C, CC(O)CNCC(=O)OC(C)(C)C. Yields the product COc1cc2ncnc(Nc3cccc(Br)c3)c2cc1OCCN(CC(=O)OC(C)(C)C)CC(C)O. Reaction SMILES: [Br:10][c:11]1[cH:12][c:13]([NH:17][c:18]2[n:19][cH:20][n:21][c:22]3[cH:23][c:24]([O:32][CH3:33])[c:25]([O:28][CH2:29][CH2:30][Br:31])[cH:26][c:27]23)[cH:14][cH:15][cH:16]1.[CH3:47][C:48]#[N:49].[CH:1]([N:2]([CH:3]([CH3:4])[CH3:5])[CH2:6][CH3:7])([CH3:8])[CH3:9].[OH:34][CH:35]([CH2:36][NH:37][CH2:38][C:39](=[O:40])[O:41][C:42]([CH3:43])([CH3:44])[CH3:45])[CH3:46]>>[Br:10][c:11]1[cH:12][c:13]([NH:17][c:18]2[n:19][cH:20][n:21][c:22]3[cH:23][c:24]([O:32][CH3:33])[c:25]([O:28][CH2:29][CH2:30][N:37]([CH2:36][CH:35]([OH:34])[CH3:46])[CH2:38][C:39](=[O:40])[O:41][C:42]([CH3:43])([CH3:44])[CH3:45])[cH:26][c:27]23)[cH:14][cH:15][cH:16]1. The reactants are C(C)[SiH](CC)CC (triethylsilane), C(C)(C)(C)OC(N(CC=1C=NC(=CC1)OC)C1=NC(=C(C=C1)C(C1=CN(C=2N=CN=CC21)[Si](C(C)C)(C(C)C)C(C)C)O)C)=O ({5-[hydroxy-(7-triisopropylsilanyl-7H-pyrrolo[2,3-d]pyrimidin-5-yl)-methyl]-6-methyl-pyridin-2-yl}-(6-methoxy-pyridin-3-ylmethyl)-carbamic acid tert-butyl ester), FC(C(=O)O)(F)F (trifluoroacetic acid). The solvent is ClCCCl (1,2-dichloroethane). Conditions: temperature 70 celsius, time 8 hour. Yields the product COC1=CC=C(C=N1)CNC1=CC=C(C(=N1)C)C(=O)C1=CNC=2N=CN=CC21 ({6-[(6-methoxy-pyridin-3-ylmethyl)-amino]-2-methyl-pyridin-3-yl}-(7H-pyrrolo[2,3-d]pyrimidin-5-yl)-methanone). The yield is 30.7%. RXN SMILES: C(OC(=O)[N:7]([C:17]1[CH:22]=[CH:21][C:20]([CH:23]([OH:43])[C:24]2[C:32]3[CH:31]=[N:30][CH:29]=[N:28][C:27]=3[N:26]([Si](C(C)C)(C(C)C)C(C)C)[CH:25]=2)=[C:19]([CH3:44])[N:18]=1)[CH2:8][C:9]1[CH:10]=[N:11][C:12]([O:15][CH3:16])=[CH:13][CH:14]=1)(C)(C)C.C([SiH](CC)CC)C.FC(F)(F)C(O)=O>ClCCCl>[CH3:16][O:15][C:12]1[N:11]=[CH:10][C:9]([CH2:8][NH:7][C:17]2[N:18]=[C:19]([CH3:44])[C:20]([C:23]([C:24]3[C:32]4[CH:31]=[N:30][CH:29]=[N:28][C:27]=4[NH:26][CH:25]=3)=[O:43])=[CH:21][CH:22]=2)=[CH:14][CH:13]=1. Reported procedure: To {5-[hydroxy-(7-triisopropylsilanyl-7H-pyrrolo[2,3-d]pyrimidin-5-yl)-methyl]-6-methyl-pyridin-2-yl}-(6-methoxy-pyridin-3-ylmethyl)-carbamic acid tert-butyl ester (75, 0.317 g, 0.501 mmol) dissolved in 15.0 mL of 1,2-dichloroethane, triethylsilane (1.00 mL, 6.26 mmol) was added, followed by trifluoroacetic acid (0.482 mL, 6.26 mmol). The reaction was stirred at 70° C. overnight, then concentrated under vacuum and combined with 1 N aqueous potassium carbonate and extracted with ethyl acetate. Th... Procedure: A suspension of 70.9 g (838 mmol, 5.0 equivalents) of sodium thiocyanate in 200 ml of methanol was stirred at room temperature for 20 min. 40.0 9 (173.8 mmol, 1.0 equiv.) of 2-(p-fluorophenyl)-6-isopropylphenol were added and the mixture was stirred for 20 minutes. 14.32 ml (277.8 mmol, 1.6 equiv.) of bromine were dissolved in 50 ml of methanol (exothermic) and this solution was added dropwise at 15°-20° C. to the above reaction solution during the course of 20 minutes. The reaction mixture turn... The product is FC1=CC=C(C=C1)C1=C(C(=CC(=C1)SC#N)C(C)C)O (2-(p-Fluorophenyl)-4-thiocyanato-6-isopropylphenol). Solvent: C1(=CC=CC=C1)C.C1CCCCC1 (toluene cyclohexane), CO (methanol), CO (methanol). Reaction SMILES: [S-:1][C:2]#[N:3].[Na+].[F:5][C:6]1[CH:11]=[CH:10][C:9]([C:12]2[CH:17]=[CH:16][CH:15]=[C:14]([CH:18]([CH3:20])[CH3:19])[C:13]=2[OH:21])=[CH:8][CH:7]=1.BrBr.C1(O)C=CC=CC=1>CO.C1(C)C=CC=CC=1.C1CCCCC1>[F:5][C:6]1[CH:7]=[CH:8][C:9]([C:12]2[CH:17]=[C:16]([S:1][C:2]#[N:3])[CH:15]=[C:14]([CH:18]([CH3:19])[CH3:20])[C:13]=2[OH:21])=[CH:10][CH:11]=1 |f:0.1,6.7|. Starting materials: BrBr (bromine), [S-]C#N.[Na+] (sodium thiocyanate), 9, FC1=CC=C(C=C1)C1=C(C(=CC=C1)C(C)C)O (2-(p-fluorophenyl)-6-isopropylphenol), C1(=CC=CC=C1)O (phenol). Run at time 20 minute. Solvent: CC(=O)N(C)C (dimethylacetamide), C(Cl)Cl.CO (CH2Cl2 methanol). Reactants: mixture, CC(=O)OI1(C=2C=CC=CC2C(=O)O1)(OC(=O)C)OC(=O)C (Dess-Martin periodinane), NC1=C(C=CC=C1)S(=O)(=O)NC1=C(C=2CCCCC2C=C1)C(=O)OC (methyl 2-{[(2-aminophenyl)sulfonyl]amino}-5,6,7,8-tetrahydro-1-naphthalenecarboxylate), C(C)(=O)O (acetic acid), polystyrene, C(#N)[BH3-] (cyanoborohydride). Reaction SMILES: CC(OI1(OC(C)=O)(OC(C)=O)OC(=O)[C:11]2[CH:10]=[CH:9][CH:8]=[CH:7][C:6]1=2)=O.[NH2:23][C:24]1[CH:29]=[CH:28][CH:27]=[CH:26][C:25]=1[S:30]([NH:33][C:34]1[CH:43]=[CH:42][C:41]2[CH2:40][CH2:39][CH2:38][CH2:37][C:36]=2[C:35]=1[C:44]([O:46][CH3:47])=[O:45])(=[O:32])=[O:31].C(O)(=O)C.C([BH3-])#[N:53]>CC(N(C)C)=O.C(Cl)Cl.CO>[NH:53]1[CH2:8][CH2:7][CH2:6][C@H:11]1[CH2:10][CH2:9][NH:23][C:24]1[CH:29]=[CH:28][CH:27]=[CH:26][C:25]=1[S:30]([NH:33][C:34]1[CH:43]=[CH:42][C:41]2[CH2:40][CH2:39][CH2:38][CH2:37][C:36]=2[C:35]=1[C:44]([O:46][CH3:47])=[O:45])(=[O:32])=[O:31] |f:5.6|. Run at time 15 minute. Procedure details: A mixture of Example 552A (0.546 g, 2.5 mmol) in dimethylacetamide (14 mL) was treated with Dess-Martin periodinane (8.25 mL of 15 wt % solution in CH2Cl2, 2.1 mmol) stirred for 15 minutes, and filtered. The filtrate was added to a solution of Example 552C (1.005 g, 2.79 mmol) in CH2Cl2/methanol (11 mL) and the resulting mixture was treated with acetic acid (1.65 mL) and macroporous polystyrene bound cyanoborohydride resin (3.3 g, 7.5 mmol), shaken at 70° C. for 15 hours, filtered, concentrated,... The product is N1[C@@H](CCC1)CCNC1=C(C=CC=C1)S(=O)(=O)NC1=C(C=2CCCCC2C=C1)C(=O)OC (methyl 2-({[2-({2-[(2S)-2-pyrrolidinyl]ethyl}amino)phenyl]sulfonyl}amino)-5,6,7,8-tetrahydro-1-naphthalenecarboxylate). Product: CCCCCCCCCCCCNC(=O)Nc1c(C)ccc2c1OCCC2=O. The reactants are CCCCCCCCCCCCN, Cc1ccc2c(c1N=C=O)OCCC2=O, CCOC(C)=O. As a reaction SMILES: [CH2:1]([CH2:2][CH2:3][CH2:4][CH2:5][CH2:6][CH2:7][CH2:8][CH2:9][CH2:10][CH2:11][CH3:12])[NH2:13].[CH3:14][c:15]1[cH:16][cH:17][c:18]2[c:23]([c:24]1[N:25]=[C:26]=[O:27])[O:22][CH2:21][CH2:20][C:19]2=[O:28].[CH3:29][CH2:30][O:31][C:32](=[O:33])[CH3:34]>>[CH2:1]([CH2:2][CH2:3][CH2:4][CH2:5][CH2:6][CH2:7][CH2:8][CH2:9][CH2:10][CH2:11][CH3:12])[NH:13][C:26]([NH:25][c:24]1[c:15]([CH3:14])[cH:16][cH:17][c:18]2[c:23]1[O:22][CH2:21][CH2:20][C:19]2=[O:28])=[O:27]. The reactants are ClC=1C=CC2=C(C(C=3NC=C(C(C3O2)=O)C(=O)OCC)=O)C1 (ethyl 8-chloro-4,10-dihydro-4,10-dioxo-1H-1-benzopyrano[3,2-b]pyridine-3-carboxylate), CI (methyl iodide), C([O-])([O-])=O.[K+].[K+] (potassium carbonate). Run in CN(C=O)C (dimethyl formamide). Conditions: time 3 hour. Yields the product CN1C2=C(C(C(=C1)C(=O)OCC)=O)OC1=C(C2=O)C=C(C=C1)Cl (Ethyl 1-methyl-8-chloro-4,10-dihydro-4,10-dioxo-1H-1-benzopyrano[3,2-b]pyridine-3-carboxylate). Isolated yield 88.0%. As a reaction SMILES: [Cl:1][C:2]1[CH:3]=[CH:4][C:5]2[O:14][C:13]3[C:12](=[O:15])[C:11]([C:16]([O:18][CH2:19][CH3:20])=[O:17])=[CH:10][NH:9][C:8]=3[C:7](=[O:21])[C:6]=2[CH:22]=1.CI.[C:25](=O)([O-])[O-].[K+].[K+]>CN(C)C=O>[CH3:25][N:9]1[CH:10]=[C:11]([C:16]([O:18][CH2:19][CH3:20])=[O:17])[C:12](=[O:15])[C:13]2[O:14][C:5]3[CH:4]=[CH:3][C:2]([Cl:1])=[CH:22][C:6]=3[C:7](=[O:21])[C:8]1=2 |f:2.3.4|. Reported procedure: A mixture of ethyl 8-chloro-4,10-dihydro-4,10-dioxo-1H-1-benzopyrano[3,2-b]pyridine-3-carboxylate (0.5 g, 0.0016 mole), methyl iodide (0.5 g, 0.0035 mole) and potassium carbonate (0.23 g, 0.0017 mole) in dimethyl formamide (25 ml) was stirred at 100° for 3 hrs. under nitrogen. The reaction mixture was cooled. The product, which precipitated, was filtered, washed with water and dried. Recrystallization from DMF gave white crystals (0.47 g, 90%), m.p. 295°-297°. Reactants: Cl (HCl), C(C)OC(CC1=C(N(C2=CC=C(C=C12)C(=O)OCC)CC1=CC=CC=C1)C)=O (5-ethoxycarbonyl-2-methyl-1-(phenylmethyl)-1H-indole-3-acetic acid ethyl ester), [OH-].[Na+] (NaOH), [OH-].[Na+] (NaOH). Run in CCO (EtOH). Conditions: time 18.5 hour. Yields the product C(C)OC(CC1=C(N(C2=CC=C(C=C12)C(=O)O)CC1=CC=CC=C1)C)=O (5-carboxy-2-methyl-1-(phenylmethyl)-1H-indole-3-acetic acid ethyl ester). The yield is 7.5%. RXN SMILES: [CH2:1]([O:3][C:4](=[O:28])[CH2:5][C:6]1[C:14]2[C:9](=[CH:10][CH:11]=[C:12]([C:15]([O:17]CC)=[O:16])[CH:13]=2)[N:8]([CH2:20][C:21]2[CH:26]=[CH:25][CH:24]=[CH:23][CH:22]=2)[C:7]=1[CH3:27])[CH3:2].[OH-].[Na+].Cl>CCO>[CH2:1]([O:3][C:4](=[O:28])[CH2:5][C:6]1[C:14]2[C:9](=[CH:10][CH:11]=[C:12]([C:15]([OH:17])=[O:16])[CH:13]=2)[N:8]([CH2:20][C:21]2[CH:22]=[CH:23][CH:24]=[CH:25][CH:26]=2)[C:7]=1[CH3:27])[CH3:2] |f:1.2|. Procedure: A solution of 1.6 g (4.2 mmol) of 5-ethoxycarbonyl-2-methyl-1-(phenylmethyl)-1H-indole-3-acetic acid ethyl ester and 4.2 mL of 1N NaOH in 75 mL of EtOH was stirred 2.25 hours, 10 mL of 1N NaOH added, and stirred an additional 18.5 hours. The reaction mixture was acidified with 1N HCl, extracted with EtOAc, the EtOAc solution washed with saturated NaCl solution, dried (Na2SO4), and concentrated at reduced pressure. The residue was heated in 150 mL of EtOH for 4.5 hours, and left at room temperatu...